The task is: describe an organic reaction: reactants, conditions, products, and yield. This data is from the Open Reaction Database (ORD), a public repository of structured organic reaction records. The reactants are O=CC1=C(O)C(OC)=CC=C1 (O-vanillin), CC(C)[Si](C(C)C)(C(C)C)Cl (TIPSCl), N1C=NC=C1 (imidazole). The solvent is CCOC(=O)C (EtOAc). Conditions: temperature 100 celsius. Yields the product COC=1C(=C(C=O)C=CC1)O[Si](C(C)C)(C(C)C)C(C)C (3-methoxy-2-triisopropylsilanyloxy-benzaldehyde). As a reaction SMILES: [O:1]=[CH:2][C:3]1[CH:11]=[CH:10][CH:9]=[C:6]([O:7][CH3:8])[C:4]=1[OH:5].[CH3:12][CH:13]([Si:15](Cl)([CH:19]([CH3:21])[CH3:20])[CH:16]([CH3:18])[CH3:17])[CH3:14].N1C=CN=C1>CCOC(C)=O>[CH3:8][O:7][C:6]1[C:4]([O:5][Si:15]([CH:19]([CH3:21])[CH3:20])([CH:16]([CH3:18])[CH3:17])[CH:13]([CH3:14])[CH3:12])=[C:3]([CH:11]=[CH:10][CH:9]=1)[CH:2]=[O:1]. Reported procedure: O-vanillin (26.3 mmol) is mixed with TIPSCl (39.6 mmol) and imidazole (78.7 mmol) in a microwave vessel. The mixture is heated in the microwave at 100° C. for 3 minutes. The oily mixture is diluted with EtOAc (100 mL) and washed with NaHSO4 (1 M) (2×50 mL) and brine (50 mL). After drying with MgSO4, the filtrate is concentrated. The resultant crude mixture is purified by silica flash chromatography (2% EtOAc/hexane) to yield 3-methoxy-2-triisopropylsilanyloxy-benzaldehyde as an oil: 1H NMR (400 ... Reactants: COCCOC1=CC=C(N)C=C1 (4-(β-methoxyethoxy)-aniline), N(=O)[O-].[Na+] (sodium nitrite), [OH-].[K+] (potassium hydroxide), ice, diazonium, C(C)(=O)[O-].[Na+] (sodium acetate). Solvent: Cl (hydrochloric acid), O (water), O (water), C(C)O (ethanol), O (water), C1(=CC=CC=C1)C (toluene), C1(=CC=CC=C1)C (toluene). Conditions: time 4 hour. Product: C(C)OC(CC(CC)=O)=O (α-methylacetylacetic acid ethyl ester). Yield: 110.2%. RXN SMILES: COCC[O:5][C:6]1[CH:12]=[CH:11][C:9](N)=[CH:8]C=1.N([O-])=[O:14].[Na+].[C:17]([O-])(=O)[CH3:18].[Na+].[OH-:22].[K+]>Cl.O.C(O)C.C1(C)C=CC=CC=1>[CH2:17]([O:22][C:6](=[O:5])[CH2:12][C:11](=[O:14])[CH2:9][CH3:8])[CH3:18] |f:1.2,3.4,5.6|. Procedure details: 50 g of 4-(β-methoxyethoxy)-aniline in 76.5 ml of strong hydrochloric acid and 50 ml of water are diazotized at 0° C. by the dropwise addition of a solution of 22.8 g of sodium nitrite in 70 ml of water. The reaction mixture is stirred for 1 h whereupon 32 g of sodium acetate are added. Then a solution of 47.5 g of α-methylacetylacetic acid ethyl ester in 300 ml of ethanol is prepared, to which a solution of 21.6 g of potassium hydroxide in 30 ml of water is added dropwise at 0° C. Then successi... Starting materials: [BH4-].[Na+] (sodium borohydride), C(C)(=O)N(C(C)=O)C1=NC=CC(=C1)C=1C(=NN2C1N=CC=C2)C2=CC=CC=C2 (N-acetyl-N-[4-(2-phenylpyrazolo[1,5-a]pyrimidin-3-yl)pyridin-2-yl]acetamide), C(C)O (ethanol), O (water). Yields the product C(C)(=O)N(C(C)=O)C1=NC=CC(=C1)C=1C(=NN2C1N(CCC2)C(C)=O)C2=CC=CC=C2 (N-acetyl-N-[4-(4-acetyl-2-phenyl-4,5,6,7-tetrahydropyrazolo[1,5-a]pyrimidin-3-yl)pyridin-2-yl]acetamide). Isolated yield 46.0%. As a reaction SMILES: [C:1]([N:4]([C:8]1[CH:13]=[C:12]([C:14]2[C:15]([C:23]3[CH:28]=[CH:27][CH:26]=[CH:25][CH:24]=3)=[N:16][N:17]3[CH:22]=[CH:21][CH:20]=[N:19][C:18]=23)[CH:11]=[CH:10][N:9]=1)[C:5](=[O:7])[CH3:6])(=[O:3])[CH3:2].[BH4-].[Na+].O.[CH2:32]([OH:34])[CH3:33]>>[C:1]([N:4]([C:8]1[CH:13]=[C:12]([C:14]2[C:15]([C:23]3[CH:28]=[CH:27][CH:26]=[CH:25][CH:24]=3)=[N:16][N:17]3[CH2:22][CH2:21][CH2:20][N:19]([C:32](=[O:34])[CH3:33])[C:18]=23)[CH:11]=[CH:10][N:9]=1)[C:5](=[O:7])[CH3:6])(=[O:3])[CH3:2] |f:1.2|. Reported procedure: To a mixture of N-acetyl-N-[4-(2-phenylpyrazolo[1,5-a]pyrimidin-3-yl)pyridin-2-yl]acetamide (158 mg, 0.43 mmol, 1 eq) in 3 mL of ethanol is added sodium borohydride (35 mg, 0.94 mmol, 2.2 eq). The mixture is refluxed for 1 h. The mixture is then poured into water, extracted with dichloromethane (3×50 mL), dried over anhydrous magnesium sulphate, filtered and concentrated under reduced pressure. The crude material is purified by column chromatography using silica gel in heptane and ethyl acetate ... Starting materials: C(CC)(=O)[O-].[Na+] (sodium propionate), ClCC(=O)OC(C)(C)C (t-butyl chloroacetate), solution, C([O-])([O-])=O.[Na+].[Na+] (sodium carbonate), CC1=C(C=2C=C(C=CC2N1C(=O)C=3C=CC(=CC3)Cl)OC)CC(=O)O (indomethacin), [F-].[K+] (potassium fluoride), resultant mixture. Run in O (water), O (water), CN(C=O)C (dimethylformamide). Conditions: temperature 90 celsius, time 1 hour. The product is t-butyl ester, CC1=C(C=2C=C(C=CC2N1C(=O)C=3C=CC(=CC3)Cl)OC)CC(=O)OCC(=O)O (acemetacin). Yield: 95.6%. As a reaction SMILES: [CH3:1][C:2]1[N:10]([C:11]([C:13]2[CH:14]=[CH:15][C:16]([Cl:19])=[CH:17][CH:18]=2)=[O:12])[C:9]2[CH:8]=[CH:7][C:6]([O:20][CH3:21])=[CH:5][C:4]=2[C:3]=1[CH2:22][C:23]([OH:25])=[O:24].[F-].[K+].[C:28]([O-:32])(=[O:31])[CH2:29]C.[Na+].ClCC(OC(C)(C)C)=O.C(=O)([O-])[O-].[Na+].[Na+]>CN(C)C=O.O>[CH3:1][C:2]1[N:10]([C:11]([C:13]2[CH:14]=[CH:15][C:16]([Cl:19])=[CH:17][CH:18]=2)=[O:12])[C:9]2[CH:8]=[CH:7][C:6]([O:20][CH3:21])=[CH:5][C:4]=2[C:3]=1[CH2:22][C:23]([O:25][CH2:29][C:28]([OH:32])=[O:31])=[O:24] |f:1.2,3.4,6.7.8|. Procedure details: One hundred grams of indomethacin, 91.25 g of potassium fluoride and 13.5 g of sodium propionate were suspended in 500 ml of dimethylformamide, followed by an addition of 64.31 g of t-butyl chloroacetate. The resultant mixture was stirred and then stirred for 1 hour in a water bath of 90° C. After cooling, the mixture was poured into 5 liters of a 10% solution of sodium carbonate in water, followed by an addition of water to make the total volume be 20 liters. The resulting yellowish solid depos... Reactants: COC(=O)C=1C(=C2C=C(C(N(C2=C(N1)C)CC1=CC=CC=C1)=O)C)O (1-benzyl-5-hydroxy-3,8-dimethyl-2-oxo-1,2-dihydro-[1,7]naphthyridine-6-carboxylic acid methyl ester), NCC(=O)O (glycine), C[O-].[Na+] (NaOMe). Yields the product C(C1=CC=CC=C1)N1C(C(=CC2=C(C(=NC(=C12)C)C(=O)NCC(=O)O)O)C)=O ([(1-Benzyl-5-hydroxy-3,8-dimethyl-2-oxo-1,2-dihydro-[1,7]naphthyridine-6-carbonyl)-amino]-acetic acid). Isolated yield 65.9%. RXN SMILES: CO[C:3]([C:5]1[C:6]([OH:25])=[C:7]2[C:12](=[C:13]([CH3:15])[N:14]=1)[N:11]([CH2:16][C:17]1[CH:22]=[CH:21][CH:20]=[CH:19][CH:18]=1)[C:10](=[O:23])[C:9]([CH3:24])=[CH:8]2)=[O:4].[NH2:26][CH2:27][C:28]([OH:30])=[O:29].C[O-].[Na+]>>[CH2:16]([N:11]1[C:12]2[C:7](=[C:6]([OH:25])[C:5]([C:3]([NH:26][CH2:27][C:28]([OH:30])=[O:29])=[O:4])=[N:14][C:13]=2[CH3:15])[CH:8]=[C:9]([CH3:24])[C:10]1=[O:23])[C:17]1[CH:18]=[CH:19][CH:20]=[CH:21][CH:22]=1 |f:2.3|. Procedure details: A mixture of 1-benzyl-5-hydroxy-3,8-dimethyl-2-oxo-1,2-dihydro-[1,7]naphthyridine-6-carboxylic acid methyl ester (145 mg, 0.43 mmol), glycine (3.22 g, 43 mmol) and NaOMe solution (68 mL, 34 mmol, 0.5M in MeOH) was refluxed for 16 h. After the mixture was cooled to r.t., the solvent was evaporated in vacuo. The residue was dissolved in saturated NaHCO3 and washed with ether. The aqueous layer was acidified to pH 2 with 4M HCl, and the resulting mixture was extracted with EtOAc. The organic layer ... Reactants: Cl.C(C)N(CCCCl)CC (3-Diethylaminopropyl chloride hydrochloride), COC=1C=C2C(=CNC2=CC1)CC1C(NC(N1)=O)=O (5-(5-methoxyindol-3-ylmethyl)hydantoin), [Na] (sodium). Run in CN(C)C=O (DMF), C(C)O (ethanol). Reaction conditions: time 8 hour. Yields the product C(C)N(CCCN1C(NC(C1=O)CC1=CNC2=CC=C(C=C12)OC)=O)CC (3-(3-Diethylaminopropyl)-5-(5-methoxyindol-3-ylmethyl)hydantoin). As a reaction SMILES: Cl.[CH2:2]([N:4]([CH2:9][CH3:10])[CH2:5][CH2:6][CH2:7]Cl)[CH3:3].[CH3:11][O:12][C:13]1[CH:14]=[C:15]2[C:19](=[CH:20][CH:21]=1)[NH:18][CH:17]=[C:16]2[CH2:22][CH:23]1[NH:27][C:26](=[O:28])[NH:25][C:24]1=[O:29].[Na]>CN(C=O)C.C(O)C>[CH2:2]([N:4]([CH2:9][CH3:10])[CH2:5][CH2:6][CH2:7][N:25]1[C:24](=[O:29])[CH:23]([CH2:22][C:16]2[C:15]3[C:19](=[CH:20][CH:21]=[C:13]([O:12][CH3:11])[CH:14]=3)[NH:18][CH:17]=2)[NH:27][C:26]1=[O:28])[CH3:3] |f:0.1,^1:29|. Reported procedure: 3-Diethylaminopropyl chloride hydrochloride (3.75 g, 0.024 mole) and a solution of 5-(5-methoxyindol-3-ylmethyl)hydantoin (6.1 g, 0.024 mole) in 100 ml of DMF were added to a solution of sodium (1.1 g) in 200 ml of anhydrous ethanol and the mixture was heated to reflux with stirring for 8 hours, filtered and concentrated in vacuo. The residue was recrystallized from aqueous methanol, yield 1.8 g, mp 136°. The reactants are C(C)OC(=O)C=1C=NN(C1C(NC=1C=CC=2N(C1)N=C(N2)N2CCOCC2)=O)C (1-methyl-5-(2-morpholin-4-yl-[1,2,4]triazolo[1,5-a]pyridin-6-ylcarbamoyl)-1H-pyrazole-4-carboxylic acid ethyl ester), O.[OH-].[Li+] (lithium hydroxide hydrate). Solvent: CO (methanol), O (water). Reaction conditions: temperature 55 celsius, time 18 hour. Product: CN1N=CC(=C1C(NC=1C=CC=2N(C1)N=C(N2)N2CCOCC2)=O)C(=O)O (1-methyl-5-(2-morpholin-4-yl-[1,2,4]triazolo[1,5-a]pyridin-6-ylcarbamoyl)-1H-pyrazole-4-carboxylic acid). Isolated yield 70.9%. Reaction SMILES: C([O:3][C:4]([C:6]1[CH:7]=[N:8][N:9]([CH3:29])[C:10]=1[C:11](=[O:28])[NH:12][C:13]1[CH:14]=[CH:15][C:16]2[N:17]([N:19]=[C:20]([N:22]3[CH2:27][CH2:26][O:25][CH2:24][CH2:23]3)[N:21]=2)[CH:18]=1)=[O:5])C.O.[OH-].[Li+]>CO.O>[CH3:29][N:9]1[C:10]([C:11](=[O:28])[NH:12][C:13]2[CH:14]=[CH:15][C:16]3[N:17]([N:19]=[C:20]([N:22]4[CH2:23][CH2:24][O:25][CH2:26][CH2:27]4)[N:21]=3)[CH:18]=2)=[C:6]([C:4]([OH:5])=[O:3])[CH:7]=[N:8]1 |f:1.2.3|. Reported procedure: A mixture of 1-methyl-5-(2-morpholin-4-yl-[1,2,4]triazolo[1,5-a]pyridin-6-ylcarbamoyl)-1H-pyrazole-4-carboxylic acid ethyl ester (282 mg, 0.71 mmol) and lithium hydroxide hydrate (88.9 mg, 2.12 mmol) in methanol (10 ml) and water (3 ml) was stirred for 18 hours at 55° C. The solvents were evaporated under reduced pressure and the residue treated with water (5 ml) and hydrogen chloride (1 molar in water, 2.12 ml). The precipitated solid was filtered off, washed with water and dried under reduced ... Reactants: C1(CCCC1)NC1=NC(=NC=C1C=O)SC (4-cyclopentylamino-2-methylsulfanyl-pyrimidine-5-carbaldehyde), COC(CC1=C(C=CC(=C1)C=1OC(=NN1)CC(C)C)C)=O ([5-(5-isobutyl-[1,3,4]oxadiazol-2-yl)-2-methyl-phenyl]-acetic acid methyl ester), C([O-])([O-])=O.[Cs+].[Cs+] (cesium carbonate). Run in CN(C(C)=O)C (N,N-dimethylacetamide). Run at temperature 100 celsius. Yields the product C1(CCCC1)N1C(C(=CC2=C1N=C(N=C2)SC)C2=C(C=CC(=C2)C=2OC(=NN2)CC(C)C)C)=O (8-cyclopentyl-6-{5-(5-isobutyl-[1,3,4]oxadiazol-2-yl)-2-methyl-phenyl}-2-methylsulfanyl-8H-pyrido[2,3-d]pyrimidin-7-one). The yield is 40.0%. As a reaction SMILES: [CH:1]1([NH:6][C:7]2[C:12]([CH:13]=O)=[CH:11][N:10]=[C:9]([S:15][CH3:16])[N:8]=2)[CH2:5][CH2:4][CH2:3][CH2:2]1.C[O:18][C:19](=O)[CH2:20][C:21]1[CH:26]=[C:25]([C:27]2[O:28][C:29]([CH2:32][CH:33]([CH3:35])[CH3:34])=[N:30][N:31]=2)[CH:24]=[CH:23][C:22]=1[CH3:36].C(=O)([O-])[O-].[Cs+].[Cs+]>CN(C)C(=O)C>[CH:1]1([N:6]2[C:7]3[N:8]=[C:9]([S:15][CH3:16])[N:10]=[CH:11][C:12]=3[CH:13]=[C:20]([C:21]3[CH:26]=[C:25]([C:27]4[O:28][C:29]([CH2:32][CH:33]([CH3:35])[CH3:34])=[N:30][N:31]=4)[CH:24]=[CH:23][C:22]=3[CH3:36])[C:19]2=[O:18])[CH2:5][CH2:4][CH2:3][CH2:2]1 |f:2.3.4|. Reported procedure: A mixture of 4-cyclopentylamino-2-methylsulfanyl-pyrimidine-5-carbaldehyde (0.05 g, 0.22 mmol, from Preparation 4), [5-(5-isobutyl-[1,3,4]oxadiazol-2-yl)-2-methyl-phenyl]-acetic acid methyl ester (0.06 g, 0.21 mmol) and cesium carbonate (0.14 g, 0.43 mmol) in N,N-dimethylacetamide (4 mL) was heated in a microwave reactor at 100° C. for 3.5 hours. The reaction mixture was cooled and partitioned between ethyl acetate and water. The combined organic phase was washed with water and brine, dried (mag... Reactants: CC(C)=O, CO, CC(Nc1cc(-c2cc3nccn3c(N3CC4CC3CN4)n2)ccn1)c1ccccc1, ClC(Cl)Cl, ClCCl. Product: CC(Nc1cc(-c2cc3nccn3c(N3CC4CC3CN4C(C)C)n2)ccn1)c1ccccc1. RXN SMILES: [CH3:32][C:33]([CH3:34])=[O:35].[CH3:36][OH:37].[CH:1]12[N:2]([c:8]3[n:9][c:10](-[c:17]4[cH:18][c:19]([NH:23][CH:24]([CH3:25])[c:26]5[cH:27][cH:28][cH:29][cH:30][cH:31]5)[n:20][cH:21][cH:22]4)[cH:11][c:12]4[n:13]3[cH:14][cH:15][n:16]4)[CH2:3][CH:4]([NH:5][CH2:6]1)[CH2:7]2.[CH:38]([Cl:39])([Cl:40])[Cl:41].[Cl:42][CH2:43][Cl:44]>>[CH:1]12[N:2]([c:8]3[n:9][c:10](-[c:17]4[cH:18][c:19]([NH:23][CH:24]([CH3:25])[c:26]5[cH:27][cH:28][cH:29][cH:30][cH:31]5)[n:20][cH:21][cH:22]4)[cH:11][c:12]4[n:13]3[cH:14][cH:15][n:16]4)[CH2:3][CH:4]([N:5]([CH:33]([CH3:32])[CH3:34])[CH2:6]1)[CH2:7]2.